This data is from the Open Reaction Database (ORD), a public repository of structured organic reaction records. The task is: describe an organic reaction: reactants, conditions, products, and yield Starting materials: C1(=CC=CC=C1)C=1N=C2SC3=C(N2C1C=O)C=CC=C3 (2-phenyl-3-formylimidazo[2,1-b]benzothiazole), CN(N)C(C1CNCCC1)=O (N-methylnipecotohydrazide), [OH-].[K+] (potassium hydroxide). Solvent: CO (methanol). The product is C1(=CC=CC=C1)C=1N=C2SC3=C(N2C1C=NNC(=O)C=1C=NC=CC1)C=CC=C3 (2-phenyl-3-[3-pyridylcarbonylaminoiminomethyl]imidazo[2,1-b]benzothiazole). Isolated yield 68.0%. As a reaction SMILES: [C:1]1([C:7]2[N:8]=[C:9]3[N:13]([C:14]=2[CH:15]=O)[C:12]2[CH:17]=[CH:18][CH:19]=[CH:20][C:11]=2[S:10]3)[CH:6]=[CH:5][CH:4]=[CH:3][CH:2]=1.C[N:22]([C:24](=[O:31])[CH:25]1[CH2:30][CH2:29][CH2:28][NH:27][CH2:26]1)[NH2:23].[OH-].[K+]>CO>[C:1]1([C:7]2[N:8]=[C:9]3[N:13]([C:14]=2[CH:15]=[N:23][NH:22][C:24]([C:25]2[CH:26]=[N:27][CH:28]=[CH:29][CH:30]=2)=[O:31])[C:12]2[CH:17]=[CH:18][CH:19]=[CH:20][C:11]=2[S:10]3)[CH:2]=[CH:3][CH:4]=[CH:5][CH:6]=1 |f:2.3|. Procedure: 0.28 g of 2-phenyl-3-formylimidazo[2,1-b]benzothiazole, 0.15 g of N-methylnipecotohydrazide, and 0.1 g of potassium hydroxide were heated and stirred in 20 ml of methanol at 90° C. for 6 hours. After cooling, the desired substance was obtained in an amount of 0.27 g (yield of 68.0%). Reactants: CCOC(=O)C(=O)c1ccc(CC)[nH]1, [Na+], [OH-], O. Product: CCc1ccc(C(=O)C(=O)O)[nH]1. RXN SMILES: [CH2:1]([CH3:2])[O:3][C:4]([C:5](=[O:6])[c:7]1[nH:8][c:9]([CH2:12][CH3:13])[cH:10][cH:11]1)=[O:14].[Na+:16].[OH-:15].[OH2:17]>>[O:3]=[C:4]([C:5](=[O:6])[c:7]1[nH:8][c:9]([CH2:12][CH3:13])[cH:10][cH:11]1)[OH:14]. The reactants are COC(=O)c1nc2[nH]ccn2c(=O)c1OC(C)=O, CC#N, O=C(CCl)N1CCCCC1, [K+], [K+], O=C([O-])[O-]. The product is COC(=O)c1nc2n(CC(=O)N3CCCCC3)ccn2c(=O)c1OC(C)=O. Reaction SMILES: [CH3:1][O:2][C:3](=[O:4])[c:5]1[n:6][c:7]2[n:8]([c:9](=[O:15])[c:10]1[O:11][C:12]([CH3:13])=[O:14])[cH:16][cH:17][nH:18]2.[CH3:35][C:36]#[N:37].[Cl:19][CH2:20][C:21](=[O:22])[N:23]1[CH2:24][CH2:25][CH2:26][CH2:27][CH2:28]1.[K+:29].[K+:30].[O-:31][C:32]([O-:33])=[O:34]>>[CH3:1][O:2][C:3](=[O:4])[c:5]1[n:6][c:7]2[n:8]([c:9](=[O:15])[c:10]1[O:11][C:12]([CH3:13])=[O:14])[cH:16][cH:17][n:18]2[CH2:20][C:21](=[O:22])[N:23]1[CH2:24][CH2:25][CH2:26][CH2:27][CH2:28]1. The reactants are ClC1=NC=C(C(=N1)NC=1C2=C(NN1)C(N(C2)C(=O)N2[C@H](CN(C(C2)(C)C)C)C)(C)C)F ([3-(2-Chloro-5-fluoro-pyrimidin-4-ylamino)-6,6-dimethyl-4,6-dihydro-1H-pyrrolo[3,4-c]pyrazol-5-yl]-((S)-2,4,5,5-tetramethyl-piperazin-1-yl)-methanone), C(C=C)B1OC(C(O1)(C)C)(C)C (2-allyl-4,4,5,5-tetramethyl-1,3,2-dioxaborolane), C([O-])([O-])=O.[Cs+].[Cs+] (cesium carbonate), O (H2O). The reagents and catalysts are C1=CC=C(C=C1)[PH+](C2=CC=CC=C2)[C]3[CH][CH][CH][CH]3.C1=CC=C(C=C1)[PH+](C2=CC=CC=C2)[C]3[CH][CH][CH][CH]3.C(Cl)Cl.Cl[Pd]Cl.[Fe] (dichloro[1,1′-bis(diphenylphosphino)ferrocene]palladium(II) dichloromethane adduct), [Pd] (palladium on carbon). Solvent: C1CCOC1 (THF). Run at temperature 100 celsius, time 15 hour. Product: FC=1C(=NC(=NC1)CCC)NC=1C2=C(NN1)C(N(C2)C(=O)N2[C@H](CN(C(C2)(C)C)C)C)(C)C (N-(5-fluoro-2-propylpyrimidin-4-yl)-6,6-dimethyl-5-{[(25)-2,4,5,5-tetramethylpiperazin-1-yl]carbonyl}-1,4,5,6-tetrahydropyrrolo[3,4-c]pyrazol-3-amine), solid. Isolated yield 14.0%. RXN SMILES: Cl[C:2]1[N:7]=[C:6]([NH:8][C:9]2[C:10]3[CH2:16][N:15]([C:17]([N:19]4[CH2:24][C:23]([CH3:26])([CH3:25])[N:22]([CH3:27])[CH2:21][C@@H:20]4[CH3:28])=[O:18])[C:14]([CH3:30])([CH3:29])[C:11]=3[NH:12][N:13]=2)[C:5]([F:31])=[CH:4][N:3]=1.[CH2:32](B1OC(C)(C)C(C)(C)O1)[CH:33]=[CH2:34].C(=O)([O-])[O-].[Cs+].[Cs+].O>[Pd].C1C=CC([PH+]([C]2[CH][CH][CH][CH]2)C2C=CC=CC=2)=CC=1.C1C=CC([PH+]([C]2[CH][CH][CH][CH]2)C2C=CC=CC=2)=CC=1.C(Cl)Cl.Cl[Pd]Cl.[Fe].C1COCC1>[F:31][C:5]1[C:6]([NH:8][C:9]2[C:10]3[CH2:16][N:15]([C:17]([N:19]4[CH2:24][C:23]([CH3:26])([CH3:25])[N:22]([CH3:27])[CH2:21][C@@H:20]4[CH3:28])=[O:18])[C:14]([CH3:30])([CH3:29])[C:11]=3[NH:12][N:13]=2)=[N:7][C:2]([CH2:32][CH2:33][CH3:34])=[N:3][CH:4]=1 |f:2.3.4,7.8.9.10.11,^1:56,57,58,59,60,74,75,76,77,78|. Reported procedure: To a pressure vessel was added [3-(2-Chloro-5-fluoro-pyrimidin-4-ylamino)-6,6-dimethyl-4,6-dihydro-1H-pyrrolo[3,4-c]pyrazol-5-yl]-((S)-2,4,5,5-tetramethyl-piperazin-1-yl)-methanone (0.150 g, 0.330 mmol), 2-allyl-4,4,5,5-tetramethyl-1,3,2-dioxaborolane (1.12 g, 6.66 mmol), cesium carbonate (0.543 g, 1.66 mmol), dichloro[1,1′-bis(diphenylphosphino)ferrocene]palladium(II) dichloromethane adduct (0.0408 g, 0.0498 mmol), H2O (0.3 mL), and THF (3 mL). The suspension was purged with argon for 2 min, th... Reactants: O1CC(NC2=C1C=CC=C2)=O (4H-Benzo[1,4]oxazin-3-one), BrC[C@@H](CO[Si](C)(C)C(C)(C)C)C ((R)-(3-bromo-2-methyl-propoxy)-tert-butyl-dimethylsilane), C(=O)([O-])[O-].[Cs+].[Cs+] (Cs2CO3). Solvent: CN(C)C=O (DMF). The product is [Si](C)(C)(C(C)(C)C)OCC(C[C@@H]1OC2=C(NC1=O)C=CC=C2)C ((S)-[3-(tert-Butyldimethylsilanyloxy)-2-methylpropyl]-4H-benzo[1,4]oxazin-3-one). Isolated yield 77.9%. Reaction SMILES: [O:1]1[C:6]2[CH:7]=[CH:8][CH:9]=[CH:10][C:5]=2[NH:4][C:3](=[O:11])[CH2:2]1.Br[CH2:13][C@H:14]([CH3:24])[CH2:15][O:16][Si:17]([C:20]([CH3:23])([CH3:22])[CH3:21])([CH3:19])[CH3:18].C([O-])([O-])=O.[Cs+].[Cs+]>CN(C=O)C>[Si:17]([O:16][CH2:15][CH:14]([CH3:24])[CH2:13][C@H:2]1[C:3](=[O:11])[NH:4][C:5]2[CH:10]=[CH:9][CH:8]=[CH:7][C:6]=2[O:1]1)([C:20]([CH3:21])([CH3:22])[CH3:23])([CH3:18])[CH3:19] |f:2.3.4|. Procedure details: 4H-Benzo[1,4]oxazin-3-one (2.47 g, 16.5 mmol), (R)-(3-bromo-2-methylpropoxy)-tert-butyldimethylsilane (95MF94) (4.01 g, 15.0 mmol) and Cs2CO3 (12.2 g, 37.6 mmol) in DMF (20 mL) were reacted according to GP2 to give the title compound (108LM24-21) (3.92 g, 78%). 1H NMR (CDCl3) δ 7.15-7.11 (m, 1H), 6.99-6.91 (m, 3H), 4.60-4.50 (m, 2H), 3.98 (dd, J=8.3 Hz, J=12.4 Hz, 1H), 3.81 (dd, J=5.5 Hz, J=12.4 Hz, 1H), 3.51 (dd, J=4.1 Hz, J=9.7 Hz, 1H), 3.40 (dd, J=6.9 Hz, J=9.7 Hz, 1H), 2.12-2.02 (m, 1H), 0.9... The reactants are COC1CNC(C(=O)O)C1, Clc1nc(Nc2cc(C3CC3)[nH]n2)nc(N2CCOCC2)n1. The product is COC1CC(C(=O)O)N(c2nc(Nc3cc(C4CC4)[nH]n3)nc(N3CCOCC3)n2)C1. RXN SMILES: [CH3:23][O:24][CH:25]1[CH2:26][CH:27]([C:30](=[O:31])[OH:32])[NH:28][CH2:29]1.[Cl:1][c:2]1[n:3][c:4]([NH:14][c:15]2[n:16][nH:17][c:18]([CH:20]3[CH2:21][CH2:22]3)[cH:19]2)[n:5][c:6]([N:8]2[CH2:9][CH2:10][O:11][CH2:12][CH2:13]2)[n:7]1>>[c:2]1([N:28]2[CH:27]([C:30](=[O:31])[OH:32])[CH2:26][CH:25]([O:24][CH3:23])[CH2:29]2)[n:3][c:4]([NH:14][c:15]2[n:16][nH:17][c:18]([CH:20]3[CH2:21][CH2:22]3)[cH:19]2)[n:5][c:6]([N:8]2[CH2:9][CH2:10][O:11][CH2:12][CH2:13]2)[n:7]1. Starting materials: ClC=1C=CC=C2C=3C(=CC=C(C3N(C12)CC1=CC=C(C=C1)F)OC)C(=O)O (8-chloro-9-(4-Fluorobenzyl)-1-methoxy-9H-4-carbazole carboxylic acid), S(=O)(Cl)Cl (thionyl chloride), C(Cl)(Cl)Cl (chloroform), [N+](=O)([O-])C1=CC=C(C=C1)O (4-nitrophenol), CN(C)C=O (DMF). Conditions: temperature 25 celsius, time 1 hour. The product is ClC=1C=NC=C(C1NC(=O)C1=CC=C(C=2N(C3=C(C=CC=C3C12)Cl)CC1=CC=C(C=C1)F)OC)Cl (N4-(3,5dichloro-4pyridyl)-8-chloro-9-(4-Fluorobenzyl)-1-methoxy-9H-4-carbazole carboxamide). RXN SMILES: [Cl:1][C:2]1[CH:3]=[CH:4][CH:5]=[C:6]2[C:14]=1[N:13]([CH2:15][C:16]1[CH:21]=[CH:20][C:19]([F:22])=[CH:18][CH:17]=1)[C:12]1[C:11]([O:23][CH3:24])=[CH:10][CH:9]=[C:8]([C:25](O)=[O:26])[C:7]2=1.S(Cl)([Cl:30])=O.[CH3:32][N:33]([CH:35]=O)C.[N+:37]([C:40]1[CH:45]=CC(O)=CC=1)([O-])=O.[CH:47]([Cl:50])(Cl)Cl>>[Cl:30][C:45]1[CH:32]=[N:33][CH:35]=[C:47]([Cl:50])[C:40]=1[NH:37][C:25]([C:8]1[C:7]2[C:6]3[C:14](=[C:2]([Cl:1])[CH:3]=[CH:4][CH:5]=3)[N:13]([CH2:15][C:16]3[CH:17]=[CH:18][C:19]([F:22])=[CH:20][CH:21]=3)[C:12]=2[C:11]([O:23][CH3:24])=[CH:10][CH:9]=1)=[O:26]. Procedure details: To a solution of 8-chloro-9-(4-Fluorobenzyl)-1-methoxy-9H-4-carbazole carboxylic acid (130 mg, 0.327 mmoles) in 10 mL dry chloroform, thionyl chloride (0.071 mL, 0.981 mmoles) was added followed by a drop of DMF. The reaction mixture was stirred for 1 hr at 25° C. under nitrogen atmosphere. To the reaction mixture, 4-nitrophenol (45.5 mg, 0.3272 mmoles) was added and the reaction mixture was stirred for 2 hrs. The reaction mixture was quenched in ice cold water (50 mL) and extracted with ethyl a... Reactants: ClC(=O)OCC (ethyl chloroformate), Cl.COC=1C=C2CC(C2=CC1OC)N (3,4-dimethoxybicyclo[4.2.0]octa-1,3,5-trien-7-amine hydrochloride). Solvent: C(C)N(CC)CC (triethylamine), ClCCl (dichloromethane). Run at time 8 hour. Yields the product COC=1C=C2CC(C2=CC1OC)NC(OCC)=O (ethyl (3,4-dimethoxybicyclo[4.2.0]octa-1,3,5-trien-7-yl)carbamate). Yield: 80.0%. RXN SMILES: Cl[C:2]([O:4][CH2:5][CH3:6])=[O:3].Cl.[CH3:8][O:9][C:10]1[CH:11]=[C:12]2[C:15](=[CH:16][C:17]=1[O:18][CH3:19])[CH:14]([NH2:20])[CH2:13]2>C(N(CC)CC)C.ClCCl>[CH3:8][O:9][C:10]1[CH:11]=[C:12]2[C:15](=[CH:16][C:17]=1[O:18][CH3:19])[CH:14]([NH:20][C:2](=[O:3])[O:4][CH2:5][CH3:6])[CH2:13]2 |f:1.2|. Procedure details: 1.5 mL of ethyl chloroformate are poured into a suspension of 3.4 g of the compound obtained in Step 1 in 4.5 mL of triethylamine and 50 mL of dichloromethane and left overnight, whilst stiffing at ambient temperature; washing with water and with 1N hydrochloric acid is then carried out. Drying is carried out and the solvent is evaporated off to dryness. 3.2 g of an oil corresponding to the expected product are obtained.